Dataset: the Open Reaction Database (ORD), a public repository of structured organic reaction records. Task: describe an organic reaction: reactants, conditions, products, and yield Starting materials: BrC=1C=CC=C2C=CC(=NC12)CBr (8-Bromo-2-bromomethyl-quinoline), CN (methylamine). Run in C1CCOC1 (THF). Conditions: time 30 minute. The product is BrC=1C=CC=C2C=CC(=NC12)CNC ((8-Bromo-quinolin-2-ylmethyl)-methyl-amine). RXN SMILES: [Br:1][C:2]1[CH:3]=[CH:4][CH:5]=[C:6]2[C:11]=1[N:10]=[C:9]([CH2:12]Br)[CH:8]=[CH:7]2.[CH3:14][NH2:15]>C1COCC1>[Br:1][C:2]1[CH:3]=[CH:4][CH:5]=[C:6]2[C:11]=1[N:10]=[C:9]([CH2:12][NH:15][CH3:14])[CH:8]=[CH:7]2. Procedure: To a solution of 3 (1 g, 3.32 mmol) in THF (5 mL) was added methylamine (10.5 mL of 40% water solution). The solution was stirred for 30 min and then extracted with EtOAc (30 mL). The organic phase was washed with DI water (2×20 mL), dried and concentrated to give a red oil. Purification by chromatography (MeOH/DCM 1:99) yielded yellow solid.(0.8 g, 96%) 1H NMR (400 MHz CDCl3) δ8.09 (1H, d, J=8.4 Hz), 8.02 (1H, d, J=7.2 Hz), 7.77 (1H, d, J=8 Hz), 7.49 (1H, d, J=8.4 Hz), 7.36 (1H, t, J=8.0 Hz), 4... Reactants: O=C1CCc2ccc(OCCCCBr)cc2N1, CCOC(=O)C(NC(=O)COc1ccccc1N1CCN(C(=O)OC(C)(C)C)CC1)C(C)C. Product: CCOC(=O)C(NC(=O)COc1ccccc1N1CCN(CCCCOc2ccc3c(c2)NC(=O)CC3)CC1)C(C)C. As a reaction SMILES: [Br:1][CH2:2][CH2:3][CH2:4][CH2:5][O:6][c:7]1[cH:8][cH:9][c:10]2[c:15]([cH:16]1)[NH:14][C:13](=[O:17])[CH2:12][CH2:11]2.[CH2:18]([CH3:19])[O:20][C:21]([CH:22]([CH:23]([CH3:24])[CH3:25])[NH:26][C:27]([CH2:28][O:29][c:30]1[c:31]([N:36]2[CH2:37][CH2:38][N:39]([C:42]([O:43][C:44]([CH3:45])([CH3:46])[CH3:47])=[O:48])[CH2:40][CH2:41]2)[cH:32][cH:33][cH:34][cH:35]1)=[O:49])=[O:50]>>[CH2:2]([CH2:3][CH2:4][CH2:5][O:6][c:7]1[cH:8][cH:9][c:10]2[c:15]([cH:16]1)[NH:14][C:13](=[O:17])[CH2:12][CH2:11]2)[N:39]1[CH2:38][CH2:37][N:36]([c:31]2[c:30]([O:29][CH2:28][C:27]([NH:26][CH:22]([C:21]([O:20][CH2:18][CH3:19])=[O:50])[CH:23]([CH3:24])[CH3:25])=[O:49])[cH:35][cH:34][cH:33][cH:32]2)[CH2:41][CH2:40]1. Starting materials: CC(C)O, O=[N+]([O-])c1ccc(Cl)nc1. Yields the product CC(C)Oc1ccc([N+](=O)[O-])cn1. Reaction SMILES: [CH:11]([CH3:12])([CH3:13])[OH:14].[Cl:1][c:2]1[n:3][cH:4][c:5]([N+:8](=[O:9])[O-:10])[cH:6][cH:7]1>>[c:2]1([O:14][CH:11]([CH3:12])[CH3:13])[n:3][cH:4][c:5]([N+:8](=[O:9])[O-:10])[cH:6][cH:7]1. The reactants are O=C1C(=CN=C(N1)C1=C(C=CC=C1)OCCC)C(=O)OCC (Ethyl 1,6-dihydro-6-oxo-2-(2-propoxyphenyl)pyrimidine-5-carboxylate), CN (methylamine). Yields the product CNC(=O)C1=CN=C(NC1=O)C1=C(C=CC=C1)OCCC (N-Methyl 1,6-dihydro-6-oxo-2-(2-propoxyphenyl)pyrimidine-5-carboxamide). RXN SMILES: [O:1]=[C:2]1[NH:7][C:6]([C:8]2[CH:13]=[CH:12][CH:11]=[CH:10][C:9]=2[O:14][CH2:15][CH2:16][CH3:17])=[N:5][CH:4]=[C:3]1[C:18]([O:20]CC)=O.[CH3:23][NH2:24]>>[CH3:23][NH:24][C:18]([C:3]1[C:2](=[O:1])[NH:7][C:6]([C:8]2[CH:13]=[CH:12][CH:11]=[CH:10][C:9]=2[O:14][CH2:15][CH2:16][CH3:17])=[N:5][CH:4]=1)=[O:20]. Procedure details: Ethyl 1,6-dihydro-6-oxo-2-(2-propoxyphenyl)pyrimidine-5-carboxylate (1 g, U.S. Pat. No. 4,031,093) was treated with methylamine (33% in industrial methylated spirit, 50 ml) in a pressure vessel (379 kPa) at 120° C. for six hours and then allowed to cool. Solvent was removed under reduced pressure to afford a white solid which was triturated with ether, 0.88 g, m.p. 190°-191° C. This solid together with another sample prepared similarly (0.32 g) was recrystallised from ethanol to afford the title... Reactants: COC(CC1=NNC2=CC=CC=C12)=O (methyl-1-H-indazole-3-ylacetate), [H-].[Na+] (sodium hydride), ClCC#N (Chloroacetonitrile), Cl (HCl). The solvent is CN(C=O)C (dimethylformamide), CN(C=O)C (dimethylformamide). Conditions: time 15 minute. Product: COC(C(C1=NNC2=CC=CC=C12)CC#N)=O (Methyl-(1-cyanomethyl)-1-H-indazole-3-ylacetate). RXN SMILES: [CH3:1][O:2][C:3](=[O:14])[CH2:4][C:5]1[C:13]2[C:8](=[CH:9][CH:10]=[CH:11][CH:12]=2)[NH:7][N:6]=1.[H-].[Na+].Cl[CH2:18][C:19]#[N:20].Cl>CN(C)C=O>[CH3:1][O:2][C:3](=[O:14])[CH:4]([CH2:18][C:19]#[N:20])[C:5]1[C:13]2[C:8](=[CH:9][CH:10]=[CH:11][CH:12]=2)[NH:7][N:6]=1 |f:1.2|. Procedure details: To a solution of methyl-1-H-indazole-3-ylacetate (1.9 g) in dimethylformamide (4 ml) was added sodium hydride (0.58 g; 50% by weight dispersed in oil) and the mixture stirred for 15 minutes at room temperature. Chloroacetonitrile (1.9 g) dissolved in dimethylformamide (2 ml) was then added and the reaction mixture stirred for 6 hours. The mixture was then poured onto ice-water (20 ml), the pH was adjusted to about 3 by the addition of sufficient dilute HCl, and the resulting precipitate was coll... Starting materials: C(O)([O-])=O.[Na+] (sodium hydrogen-carbonate), BrC=1C=C(C=CC1)[C@@]1(COC(C(N1CC1=CC=C(C=C1)OC)=O)(C)C)C ((R)-5-(3-bromo-phenyl)-4-(4-methoxy-benzyl)-2,2,5-trimethyl-morpholin-3-one), C1(=CC=CC=C1)OC (anisole), FC(S(=O)(=O)O)(F)F (trifluoromethanesulfonic acid). Product: BrC=1C=C(C=CC1)[C@@]1(COC(C(N1)=O)(C)C)C ((R)-5-(3-Bromo-phenyl)-2,2,5-trimethyl-morpholin-3-one). Procedure: A solution of (R)-5-(3-bromo-phenyl)-4-(4-methoxy-benzyl)-2,2,5-trimethyl-morpholin-3-one (487 mg, 1.2 mmol) and anisole (2.305 g, 21.3 mmol) in trifluoroacetic acid (6 ml) was treated dropwise with trifluoromethanesulfonic acid (1.19 ml). After complete addition, the violet reaction mixture was heated at 73° C. for 23 hours. The cooled reaction mixture was poured into a saturated solution of sodium hydrogen-carbonate which was extracted with ethyl acetate. The organic layer was separated, washe... RXN SMILES: [Br:1][C:2]1[CH:3]=[C:4]([C@@:8]2([CH3:26])[N:13](CC3C=CC(OC)=CC=3)[C:12](=[O:23])[C:11]([CH3:25])([CH3:24])[O:10][CH2:9]2)[CH:5]=[CH:6][CH:7]=1.C1(OC)C=CC=CC=1.FC(F)(F)S(O)(=O)=O.C(=O)([O-])O.[Na+]>FC(F)(F)C(O)=O>[Br:1][C:2]1[CH:3]=[C:4]([C@@:8]2([CH3:26])[NH:13][C:12](=[O:23])[C:11]([CH3:25])([CH3:24])[O:10][CH2:9]2)[CH:5]=[CH:6][CH:7]=1 |f:3.4|. Run in FC(C(=O)O)(F)F (trifluoroacetic acid). Run at temperature 73 celsius.